From a dataset of the Open Reaction Database (ORD), a public repository of structured organic reaction records. describe an organic reaction: reactants, conditions, products, and yield Yields the product C(CCCCCCCCCC)C=1C=[N+](C=CC1)[O-] (3-n-undecylpyridine N-oxide). Yield: 86.8%. The reactants are C(CCCCCCCCCC)C=1C=NC=CC1 (3-n-undecylpyridine), OO (hydrogen peroxide), OO (hydrogen peroxide). Procedure: A solution of 11.0 g (47 mmol) of 3-n-undecylpyridine and 8 ml of an aqueous 35% hydrogen peroxide dissolved in 30 ml of glacial acetic acid was heated at 70° to 80° C. for 3 hours, and then further heated with an additional 3 ml of hydrogen peroxide at the same temperature for 9 hours. After cooling, the mixture was concentrated under a reduced pressure to about a half amount, and 50 ml of water was added, followed by a concentration to a half amount (repeated twice). The residue was extracted ... The solvent is C(C)(=O)O (acetic acid). As a reaction SMILES: [CH2:1]([C:12]1[CH:13]=[N:14][CH:15]=[CH:16][CH:17]=1)[CH2:2][CH2:3][CH2:4][CH2:5][CH2:6][CH2:7][CH2:8][CH2:9][CH2:10][CH3:11].[OH:18]O>C(O)(=O)C>[CH2:1]([C:12]1[CH:13]=[N+:14]([O-:18])[CH:15]=[CH:16][CH:17]=1)[CH2:2][CH2:3][CH2:4][CH2:5][CH2:6][CH2:7][CH2:8][CH2:9][CH2:10][CH3:11]. Reactants: Br, O=c1cc(CCCCO)c2ccccc2[nH]1. The product is O=c1cc(CCCCBr)c2ccccc2[nH]1. As a reaction SMILES: [BrH:17].[OH:1][CH2:2][CH2:3][CH2:4][CH2:5][c:6]1[cH:7][c:8](=[O:16])[nH:9][c:10]2[cH:11][cH:12][cH:13][cH:14][c:15]12>>[CH2:2]([CH2:3][CH2:4][CH2:5][c:6]1[cH:7][c:8](=[O:16])[nH:9][c:10]2[cH:11][cH:12][cH:13][cH:14][c:15]12)[Br:17]. The reactants are CC(=O)O, COc1ccc(S(=O)(=O)Cl)cc1OC, Cn1nc(-c2ccccc2)nc1N, O, c1ccncc1. Yields the product COc1ccc(S(=O)(=O)Nc2nc(-c3ccccc3)nn2C)cc1OC. As a reaction SMILES: [C:34]([OH:35])(=[O:36])[CH3:37].[CH3:14][O:15][c:16]1[cH:17][c:18]([S:24](=[O:25])(=[O:26])[Cl:27])[cH:19][cH:20][c:21]1[O:22][CH3:23].[CH3:1][n:2]1[n:3][c:4](-[c:8]2[cH:9][cH:10][cH:11][cH:12][cH:13]2)[n:5][c:6]1[NH2:7].[OH2:38].[cH:28]1[cH:29][cH:30][n:31][cH:32][cH:33]1>>[CH3:1][n:2]1[n:3][c:4](-[c:8]2[cH:9][cH:10][cH:11][cH:12][cH:13]2)[n:5][c:6]1[NH:7][S:24]([c:18]1[cH:17][c:16]([O:15][CH3:14])[c:21]([O:22][CH3:23])[cH:20][cH:19]1)(=[O:25])=[O:26].